From a dataset of the Open Reaction Database (ORD), a public repository of structured organic reaction records. describe an organic reaction: reactants, conditions, products, and yield Reactants: C(C(=O)Cl)(=O)Cl (oxalyl chloride), C(C(=O)Cl)(=O)Cl (oxalyl chloride), Cl.C(=O)(O)C1=CN(C=C1)C=1C=CC=C2C=CC=NC12 (3-carboxy-1-(quinol-8-yl)-1H-pyrrole hydrochloride). Run in ClCCl (dichloromethane), ClCCl (dichloromethane). Conditions: temperature 22 celsius, time 15 hour. The product is Cl.ClC(=O)C1=CN(C=C1)C=1C=CC=C2C=CC=NC12 (3-chlorocarbonyl-1-(quinol-8-yl)-1H-pyrrole hydrochloride). Isolated yield 86.9%. Reaction SMILES: C(Cl)(=O)C([Cl:4])=O.[ClH:7].[C:8]([C:11]1[CH:15]=[CH:14][N:13]([C:16]2[CH:17]=[CH:18][CH:19]=[C:20]3[C:25]=2[N:24]=[CH:23][CH:22]=[CH:21]3)[CH:12]=1)(O)=[O:9]>ClCCl>[ClH:4].[Cl:7][C:8]([C:11]1[CH:15]=[CH:14][N:13]([C:16]2[CH:17]=[CH:18][CH:19]=[C:20]3[C:25]=2[N:24]=[CH:23][CH:22]=[CH:21]3)[CH:12]=1)=[O:9] |f:1.2,4.5|. Reported procedure: 0.45 mL (5.16 mmol) of oxalyl chloride is added to a solution, cooled to a temperature in the region of 5° C., of 0.45 g (1.64 mmol) of 3-carboxy-1-(quinol-8-yl)-1H-pyrrole hydrochloride in 20 mL of dichloromethane under an argon atmosphere. After stirring at a temperature in the region of 22° C. for 15 hours, the reaction mixture is concentrated to dryness under reduced pressure (2.7 kPa), then it is placed under an argon atmosphere and 20 mL of dichloromethane and 0.45 mL (5.16 mmol) of oxalyl... Reactants: CN, ClCc1nnc2ccc(Nc3cccc(Cl)c3)nn12, O. Yields the product CNCc1nnc2ccc(Nc3cccc(Cl)c3)nn12. RXN SMILES: [CH3:20][NH2:21].[Cl:1][CH2:2][c:3]1[n:4][n:5][c:6]2[n:7]1[n:8][c:9]([NH:12][c:13]1[cH:14][c:15]([Cl:19])[cH:16][cH:17][cH:18]1)[cH:10][cH:11]2.[OH2:22]>>[CH2:2]([c:3]1[n:4][n:5][c:6]2[n:7]1[n:8][c:9]([NH:12][c:13]1[cH:14][c:15]([Cl:19])[cH:16][cH:17][cH:18]1)[cH:10][cH:11]2)[NH:21][CH3:20].